This data is from the Open Reaction Database (ORD), a public repository of structured organic reaction records. The task is: describe an organic reaction: reactants, conditions, products, and yield Starting materials: CC(=O)O[BH-](OC(C)=O)OC(C)=O, O=CCOCc1ccccc1, CC1(C)CNCC(C)(C)O1, CC(Cl)Cl, [Na+], [Na+], [OH-]. Product: CC1(C)CN(CCOCc2ccccc2)CC(C)(C)O1. RXN SMILES: [C:22]([O:23][BH-:24]([O:25][C:26](=[O:27])[CH3:28])[O:29][C:30](=[O:31])[CH3:32])(=[O:33])[CH3:34].[CH2:11]([c:12]1[cH:13][cH:14][cH:15][cH:16][cH:17]1)[O:18][CH2:19][CH:20]=[O:21].[CH3:1][C:2]1([CH3:10])[O:3][C:4]([CH3:8])([CH3:9])[CH2:5][NH:6][CH2:7]1.[Cl:38][CH:39]([Cl:40])[CH3:41].[Na+:35].[Na+:37].[OH-:36]>>[CH3:1][C:2]1([CH3:10])[O:3][C:4]([CH3:8])([CH3:9])[CH2:5][N:6]([CH2:20][CH2:19][O:18][CH2:11][c:12]2[cH:13][cH:14][cH:15][cH:16][cH:17]2)[CH2:7]1.